Dataset: the Open Reaction Database (ORD), a public repository of structured organic reaction records. Task: describe an organic reaction: reactants, conditions, products, and yield The reactants are O=C1NC2=CC(=CC=C2C1)C(=O)O (2-Oxo-2,3-dihydro-1H-indole-6-carboxylic acid), O=C1OCCC=2C1=CNC2C=O (4-oxo-2,4,6,7-tetrahydro-pyrano[3,4-c]pyrrole-1-carbaldehyde). The product is O=C1NC2=CC(=CC=C2C1=CC1=C2C(=CN1)C(OCC2)=O)C(=O)O (2-Oxo-3-(4-oxo-2,4,6,7-tetrahydro-pyrano[3,4-c]pyrrol-1-ylmethylene)-2,3-dihydro-1H-indole-6-carboxylic Acid). As a reaction SMILES: [O:1]=[C:2]1[CH2:10][C:9]2[C:4](=[CH:5][C:6]([C:11]([OH:13])=[O:12])=[CH:7][CH:8]=2)[NH:3]1.[O:14]=[C:15]1[C:20]2=[CH:21][NH:22][C:23]([CH:24]=O)=[C:19]2[CH2:18][CH2:17][O:16]1>>[O:1]=[C:2]1[C:10](=[CH:24][C:23]2[NH:22][CH:21]=[C:20]3[C:15](=[O:14])[O:16][CH2:17][CH2:18][C:19]=23)[C:9]2[C:4](=[CH:5][C:6]([C:11]([OH:13])=[O:12])=[CH:7][CH:8]=2)[NH:3]1. Procedure: 2-Oxo-2,3-dihydro-1H-indole-6-carboxylic acid was condensed with 4-oxo-2,4,6,7-tetrahydro-pyrano[3,4-c]pyrrole-1-carbaldehyde to give the title compound. RXN SMILES: [BrH:16].[CH3:19][C:20](=[O:21])[OH:22].[CH3:1][O:2][c:3]1[n:4][c:5]([NH:9][c:10]2[cH:11][cH:12][cH:13][cH:14][cH:15]2)[n:6][cH:7][cH:8]1.[Na+:18].[OH-:17].[OH2:23]>>[O:2]=[c:3]1[nH:4][c:5]([NH:9][c:10]2[cH:11][cH:12][cH:13][cH:14][cH:15]2)[n:6][cH:7][cH:8]1. Starting materials: Br, CC(=O)O, COc1ccnc(Nc2ccccc2)n1, [Na+], [OH-], O. Product: O=c1ccnc(Nc2ccccc2)[nH]1.